Dataset: the Open Reaction Database (ORD), a public repository of structured organic reaction records. Task: describe an organic reaction: reactants, conditions, products, and yield RXN SMILES: [ClH:1].[NH2:2][C:3]1[CH:8]=[CH:7][C:6]([CH2:9][CH2:10][C:11]([O:13][C:14]2[CH:19]=[CH:18][C:17]([C:20]([O:22][CH2:23][CH3:24])=[O:21])=[CH:16][CH:15]=2)=[O:12])=[CH:5][CH:4]=1.[N:25]#[C:26][NH2:27].C(OCC)C>C(O)C>[ClH:1].[NH:2]([C:3]1[CH:4]=[CH:5][C:6]([CH2:9][CH2:10][C:11]([O:13][C:14]2[CH:19]=[CH:18][C:17]([C:20]([O:22][CH2:23][CH3:24])=[O:21])=[CH:16][CH:15]=2)=[O:12])=[CH:7][CH:8]=1)[C:26]([NH2:27])=[NH:25] |f:0.1,5.6|. The product is Cl.N(C(=N)N)C1=CC=C(C=C1)CCC(=O)OC1=CC=C(C=C1)C(=O)OCC (p-ethoxycarbonylphenyl β-(p-guanidinophenyl)propionate hydrochloride). Reactants: Cl.NC1=CC=C(C=C1)CCC(=O)OC1=CC=C(C=C1)C(=O)OCC (p-ethoxycarbonylphenyl β-(p-aminophenyl)-propionate hydrochloride), N#CN (cyanamide), C(C)OCC (diethyl ether). The solvent is C(C)O (ethanol), C(C)O (ethanol). Procedure details: In 200 ml of ethanol were dissolved 28.6 g of the p-ethoxycarbonylphenyl β-(p-aminophenyl)-propionate hydrochloride obtained and 4.2 g of cyanamide, and the solution was subjected to reaction at 70° C. for 5 hours. After the reaction, the solvent was removed by distillation under reduced pressure to obtain an oily product, to which a mixture consisting of ethanol and diethyl ether was added and the solution was cooled, upon which crystals precipitated. The crystals were collected by filtration a...